Task: describe an organic reaction: reactants, conditions, products, and yield. Dataset: the Open Reaction Database (ORD), a public repository of structured organic reaction records As a reaction SMILES: C[O:2][C:3](=[O:18])[C:4]1[CH:9]=[C:8]([C:10]2[CH:11]=[N:12][C:13]([CH3:16])=[CH:14][CH:15]=2)[CH:7]=[CH:6][C:5]=1[Cl:17].Cl>[OH-].[K+]>[Cl:17][C:5]1[CH:6]=[CH:7][C:8]([C:10]2[CH:11]=[N:12][C:13]([CH3:16])=[CH:14][CH:15]=2)=[CH:9][C:4]=1[C:3]([OH:18])=[O:2] |f:2.3|. Yields the product ClC1=C(C(=O)O)C=C(C=C1)C=1C=NC(=CC1)C (2-Chloro-5-(6-methyl-pyridin-3-yl)-benzoic acid). Reported procedure: A solution of 2-chloro-5-(6-methyl-pyridin-3-yl)-benzoic acid methyl ester (146 mg, 0.56 mmol) in methanolic potassium hydroxide (2.24 mL, 1M) was stirred at 80° C. for 16 h. The reaction mixture was acidified (pH 3) with 1N HCl and concentrated in vacuo. The residue was shaken thoroughly with methanol and filtered. The filtrate was concentrated in vacuo to afford the title compound (170 mg). Reactants: COC(C1=C(C=CC(=C1)C=1C=NC(=CC1)C)Cl)=O (2-chloro-5-(6-methyl-pyridin-3-yl)-benzoic acid methyl ester), Cl (HCl). Run in [OH-].[K+] (potassium hydroxide). Isolated yield 122.6%. The product is OCc1ccc2oc(-c3cccs3)nc2c1. The reactants are [Al+3], [H-], [H-], [H-], [H-], [Li+], C1CCOC1, O, COC(=O)c1ccc2oc(-c3cccs3)nc2c1. RXN SMILES: [Al+3:20].[H-:19].[H-:22].[H-:23].[H-:24].[Li+:21].[O:26]1[CH2:27][CH2:28][CH2:29][CH2:30]1.[OH2:25].[s:1]1[c:2](-[c:6]2[o:7][c:8]3[c:9]([n:10]2)[cH:11][c:12]([C:15](=[O:16])[O:17][CH3:18])[cH:13][cH:14]3)[cH:3][cH:4][cH:5]1>>[s:1]1[c:2](-[c:6]2[o:7][c:8]3[c:9]([n:10]2)[cH:11][c:12]([CH2:15][OH:16])[cH:13][cH:14]3)[cH:3][cH:4][cH:5]1. As a reaction SMILES: Br[CH2:2][CH2:3][C:4]1[C:12]2[C:7](=[CH:8][CH:9]=[C:10]([O:13][CH3:14])[CH:11]=2)[NH:6][CH:5]=1.Cl.[C:16]1([CH3:28])[CH:21]=[CH:20][C:19]([CH:22]2[CH2:27][CH2:26][NH:25][CH2:24][CH2:23]2)=[CH:18][CH:17]=1.C(=O)([O-])[O-].[K+].[K+]>CN(C)C=O>[CH3:14][O:13][C:10]1[CH:11]=[C:12]2[C:7](=[CH:8][CH:9]=1)[NH:6][CH:5]=[C:4]2[CH2:3][CH2:2][N:25]1[CH2:26][CH2:27][CH:22]([C:19]2[CH:18]=[CH:17][C:16]([CH3:28])=[CH:21][CH:20]=2)[CH2:23][CH2:24]1 |f:1.2,3.4.5|. The product is COC=1C=C2C(=CNC2=CC1)CCN1CCC(CC1)C1=CC=C(C=C1)C (5-methoxy-3-{2-[4-(4-toluyl)piperidyl]ethyl}indole). Solvent: CN(C=O)C (dimethylformamide), CN(C=O)C (dimethylformamide). Reported procedure: A solution of 8.8 g of 3-(2-bromoethyl)-5-methoxy indole in 100 ml of dimethylformamide is added to a stirring mixture of 4-(4-toluyl)piperidine hydrochloride [Example 5(a)] and 10.1 g of potassium carbonate in 400 ml of dimethylformamide and the reaction mixture is stirred at ambient temperature for 80 hours and then at 50° C. for 10 additional hours. It is cooled to ambient temperature, filtered, and 2 liters of water are added dropwise to produce a precipitate. The precipitate is triturated w... Reaction conditions: time 80 hour. The reactants are BrCCC1=CNC2=CC=C(C=C12)OC (3-(2-bromoethyl)-5-methoxy indole), Cl.C1(=CC=C(C=C1)C1CCNCC1)C (4-(4-toluyl)piperidine hydrochloride), C([O-])([O-])=O.[K+].[K+] (potassium carbonate). The reactants are C(CC)C1=NC2=C(N1CC1=CC=C(C=C1)C=1C(=CC=CC1)C(=O)OC(C)(C)C)C=C(C=C2)C2=NC=1C(=NC=CC1)N2CCCCCC (tert.-butyl 4'-[[2-n-propyl-6-(3-n-hexyl-imidazo[4,5-b]pyridin-2-yl)-benzimidazol-1-yl]methyl]biphenyl-2-carboxylate), FC(C(=O)O)(F)F (trifluoroacetic acid). Run in C(Cl)Cl (methylene chloride). Yields the product C(CC)C1=NC2=C(N1CC1=CC=C(C=C1)C=1C(=CC=CC1)C(=O)O)C=C(C=C2)C2=NC=1C(=NC=CC1)N2CCCCCC (4'-[[2-n-Propyl-6-(3-n-hexyl-imidazo[4,5-b]pyridin-2-yl)-benzimidazol-1-yl]methyl]biphenyl-2-carboxylic acid). Reaction SMILES: [CH2:1]([C:4]1[N:8]([CH2:9][C:10]2[CH:15]=[CH:14][C:13]([C:16]3[C:17]([C:22]([O:24]C(C)(C)C)=[O:23])=[CH:18][CH:19]=[CH:20][CH:21]=3)=[CH:12][CH:11]=2)[C:7]2[CH:29]=[C:30]([C:33]3[N:41]([CH2:42][CH2:43][CH2:44][CH2:45][CH2:46][CH3:47])[C:36]4=[N:37][CH:38]=[CH:39][CH:40]=[C:35]4[N:34]=3)[CH:31]=[CH:32][C:6]=2[N:5]=1)[CH2:2][CH3:3].FC(F)(F)C(O)=O>C(Cl)Cl>[CH2:1]([C:4]1[N:8]([CH2:9][C:10]2[CH:15]=[CH:14][C:13]([C:16]3[C:17]([C:22]([OH:24])=[O:23])=[CH:18][CH:19]=[CH:20][CH:21]=3)=[CH:12][CH:11]=2)[C:7]2[CH:29]=[C:30]([C:33]3[N:41]([CH2:42][CH2:43][CH2:44][CH2:45][CH2:46][CH3:47])[C:36]4=[N:37][CH:38]=[CH:39][CH:40]=[C:35]4[N:34]=3)[CH:31]=[CH:32][C:6]=2[N:5]=1)[CH2:2][CH3:3]. Procedure details: Prepared analogously to Example 1 from tert.-butyl 4'-[[2-n-propyl-6-(3-n-hexyl-imidazo[4,5-b]pyridin-2-yl)-benzimidazol-1-yl]methyl]biphenyl-2-carboxylate and trifluoroacetic acid in methylene chloride. Starting materials: CO (MeOH), FC(C(=O)O)(F)F (trifluoroacetic acid), ClC1=C(C=CC(=C1)NC1=NC=CC=C1C1=C2N=CN(C2=NC(=N1)C)C1OCCCC1)NC(C)=O (N-(2-chloro-4-(3-(2-methyl-9-(tetrahydro-2H-pyran-2-yl)-9H-purin-6-yl)pyridin-2-ylamino)phenyl)acetamide). Solvent: C(Cl)Cl (DCM), C(Cl)Cl (DCM). Reaction conditions: temperature 0 celsius, time 1 hour. Yields the product ClC1=C(C=CC(=C1)NC1=NC=CC=C1C1=C2N=CNC2=NC(=N1)C)NC(C)=O (N-(2-chloro-4-(3-(2-methyl-9H-purin-6-yl)pyridin-2-ylamino)phenyl)acetamide). Yield: 85.2%. RXN SMILES: [Cl:1][C:2]1[CH:7]=[C:6]([NH:8][C:9]2[C:14]([C:15]3[N:23]=[C:22]([CH3:24])[N:21]=[C:20]4[C:16]=3[N:17]=[CH:18][N:19]4C3CCCCO3)=[CH:13][CH:12]=[CH:11][N:10]=2)[CH:5]=[CH:4][C:3]=1[NH:31][C:32](=[O:34])[CH3:33].FC(F)(F)C(O)=O.CO>C(Cl)Cl>[Cl:1][C:2]1[CH:7]=[C:6]([NH:8][C:9]2[C:14]([C:15]3[N:23]=[C:22]([CH3:24])[N:21]=[C:20]4[C:16]=3[N:17]=[CH:18][NH:19]4)=[CH:13][CH:12]=[CH:11][N:10]=2)[CH:5]=[CH:4][C:3]=1[NH:31][C:32](=[O:34])[CH3:33]. Procedure details: A mixture of N-(2-chloro-4-(3-(2-methyl-9-(tetrahydro-2H-pyran-2-yl)-9H-purin-6-yl)pyridin-2-ylamino)phenyl)acetamide (100 mg, 0.209 mmol) in DCM (3 mL) was cooled to 0° C., treated with trifluoroacetic acid (3 mL, 40.4 mmol), and the yellow solution was stirred at 0° C. for 1 h. The mixture was concentrated in vacuo, the residue was treated with 2 M NH3 in MeOH and concentrated in vacuo. The crude product was purified by chromatography through a Redi-Sep pre-packed silica gel column (40 g), elu... Starting materials: C([O-])([O-])=O.[K+].[K+] (potassium carbonate), ice, ClC1=C(C=CC(=C1)C(F)(F)F)O (2-chloro-4-trifluoromethyl-phenol), ClC1=NC(=CC(=C1)[N+](=O)[O-])Cl (2,6-dichloro-4-nitro-pyridine). The solvent is ice water. Product: ClC1=NC(=CC(=C1)OC1=C(C=C(C=C1)C(F)(F)F)Cl)Cl (2,6-Dichloro-4-(2-chloro-4-trifluoromethyl-phenoxy)-pyridine). RXN SMILES: C(=O)([O-])[O-].[K+].[K+].[Cl:7][C:8]1[CH:13]=[C:12]([C:14]([F:17])([F:16])[F:15])[CH:11]=[CH:10][C:9]=1[OH:18].[Cl:19][C:20]1[CH:25]=[C:24]([N+]([O-])=O)[CH:23]=[C:22]([Cl:29])[N:21]=1>>[Cl:19][C:20]1[CH:25]=[C:24]([O:18][C:9]2[CH:10]=[CH:11][C:12]([C:14]([F:16])([F:17])[F:15])=[CH:13][C:8]=2[Cl:7])[CH:23]=[C:22]([Cl:29])[N:21]=1 |f:0.1.2|. Reported procedure: 16.5 gm (0.12 mol) of potassium carbonate were added in portions to an ice-cooled and stirred suspension of 19.65 gm (0.1 mol) of 2-chloro-4-trifluoromethyl-phenol and 19.29 gm (0.1 mol) of 2,6-dichloro-4-nitro-pyridine. The resulting mixture was stirred for 2 hours at room temperature, and was then stirred into 250 ml of ice water. An oil separated out, which crystallized after some time. The crystalline product was collected by suction filtration, washed with water and dissolved in chloroform.... Starting materials: CC(=O)Cl, CC=CCC1CCC(C)(O)C1(C)C. The product is CC=CCC1CCC(C)(OC(C)=O)C1(C)C. Reaction SMILES: [CH3:14][C:15]([Cl:16])=[O:17].[CH3:1][C:2]1([OH:13])[C:3]([CH3:11])([CH3:12])[CH:4]([CH2:7][CH:8]=[CH:9][CH3:10])[CH2:5][CH2:6]1>>[CH3:1][C:2]1([O:13][C:15]([CH3:14])=[O:17])[C:3]([CH3:11])([CH3:12])[CH:4]([CH2:7][CH:8]=[CH:9][CH3:10])[CH2:5][CH2:6]1. The reactants are ClC1=NC(=CC2=CC=C(C=C12)OC)NC1=NNC(=C1)C ((1-chloro-7-methoxy-isoquinolin-3-yl)-(5-methyl-1H-pyrazol-3-yl)-amine), COC=1C=C(C=CC1)B(O)O (3-methoxy-phenylboronic acid). The product is COC=1C=C(C=CC1)C1=NC(=CC2=CC=C(C=C12)OC)NC1=NNC(=C1)C ([1-(3-methoxy-phenyl)-7-methoxy-isoquinolin-3-yl]-(5-methyl-1H-pyrazol-3-yl)-amine). Reaction SMILES: Cl[C:2]1[C:11]2[C:6](=[CH:7][CH:8]=[C:9]([O:12][CH3:13])[CH:10]=2)[CH:5]=[C:4]([NH:14][C:15]2[CH:19]=[C:18]([CH3:20])[NH:17][N:16]=2)[N:3]=1.[CH3:21][O:22][C:23]1[CH:24]=[C:25](B(O)O)[CH:26]=[CH:27][CH:28]=1>>[CH3:21][O:22][C:23]1[CH:28]=[C:27]([C:2]2[C:11]3[C:6](=[CH:7][CH:8]=[C:9]([O:12][CH3:13])[CH:10]=3)[CH:5]=[C:4]([NH:14][C:15]3[CH:19]=[C:18]([CH3:20])[NH:17][N:16]=3)[N:3]=2)[CH:26]=[CH:25][CH:24]=1. Procedure: Similar procedure as described in example 131 was used, starting from (1-chloro-7-methoxy-isoquinolin-3-yl)-(5-methyl-1H-pyrazol-3-yl)-amine and 3-methoxy-phenylboronic acid to give [1-(3-methoxy-phenyl)-7-methoxy-isoquinolin-3-yl]-(5-methyl-1H-pyrazol-3-yl)-amine. LC-MS m/e 361(MH+). Reaction SMILES: [CH3:1][O:2][CH2:3][CH2:4][OH:5].[Cl:8][c:9]1[n:10][cH:11][c:12](-[c:26]2[cH:27][c:28]3[c:29]([Cl:36])[cH:30][cH:31][n:32][c:33]3[cH:34][cH:35]2)[cH:13][c:14]1[NH:15][S:16](=[O:17])(=[O:18])[c:19]1[cH:20][cH:21][c:22]([F:25])[cH:23][cH:24]1.[H-:6].[Na+:7].[O:37]=[CH:38][N:39]([CH3:40])[CH3:41]>>[CH3:1][O:2][CH2:3][CH2:4][O:5][c:29]1[c:28]2[cH:27][c:26](-[c:12]3[cH:11][n:10][c:9]([Cl:8])[c:14]([NH:15][S:16](=[O:17])(=[O:18])[c:19]4[cH:20][cH:21][c:22]([F:25])[cH:23][cH:24]4)[cH:13]3)[cH:35][cH:34][c:33]2[n:32][cH:31][cH:30]1. The product is COCCOc1ccnc2ccc(-c3cnc(Cl)c(NS(=O)(=O)c4ccc(F)cc4)c3)cc12. Starting materials: COCCO, O=S(=O)(Nc1cc(-c2ccc3nccc(Cl)c3c2)cnc1Cl)c1ccc(F)cc1, [H-], [Na+], CN(C)C=O. The reactants are C(C)(C)(C)[Li] (tert-butyllithium), BrC1=CC=C(O[C@@H](C)[C@@H](CCC=2C=NC=CC2)O[Si](C)(C)C(C)(C)C)C=C1 ((2S,3R)-2-(4-bromophenoxy)-3-tert-butyldimethylsilyloxy-5-pyridin-3-ylpentane), C(C)(C)OB(OC(C)C)OC(C)C (tri-isopropylborate). Solvent: O1CCCC1 (tetrahydrofuran). Run at temperature -78 celsius, time 2 hour. Yields the product [Si](C)(C)(C(C)(C)C)O[C@@H]([C@@H](OC1=CC=C(C=C1)B(O)O)C)CCC=1C=NC=CC1 ((1S,2R)-4-[2-(tert-Butyldimethylsilanyloxy)-1-methyl-4-pyridin-3-yl-butoxy]benzeneboronic acid). Reaction SMILES: C([Li])(C)(C)C.Br[C:7]1[CH:32]=[CH:31][C:10]([O:11][C@H:12]([C@H:14]([O:23][Si:24]([C:27]([CH3:30])([CH3:29])[CH3:28])([CH3:26])[CH3:25])[CH2:15][CH2:16][C:17]2[CH:18]=[N:19][CH:20]=[CH:21][CH:22]=2)[CH3:13])=[CH:9][CH:8]=1.C([O:36][B:37](OC(C)C)[O:38]C(C)C)(C)C>O1CCCC1>[Si:24]([O:23][C@H:14]([CH2:15][CH2:16][C:17]1[CH:18]=[N:19][CH:20]=[CH:21][CH:22]=1)[C@H:12]([CH3:13])[O:11][C:10]1[CH:31]=[CH:32][C:7]([B:37]([OH:38])[OH:36])=[CH:8][CH:9]=1)([C:27]([CH3:30])([CH3:29])[CH3:28])([CH3:26])[CH3:25]. Reported procedure: A solution of tert-butyllithium (3.95 ml, 1.7M in hexanes) was added over a 1 hour period to a solution of (2S,3R)-2-(4-bromophenoxy)-3-tert-butyldimethylsilyloxy-5-pyridin-3-ylpentane (2.518 g, Example 15e)) and tri-isopropylborate (1.68 ml) in tetrahydrofuran (20 ml) at -78° C. The resulting solution was stirred at -78° C. for 2 hours and was then quenched by the addition of a saturated solution of ammonium chloride in water (50 ml). The mixture was poured into water (50 ml) and extracted into...